Dataset: the Open Reaction Database (ORD), a public repository of structured organic reaction records. Task: describe an organic reaction: reactants, conditions, products, and yield The reactants are C(CCC)C1=NC2=C(N1CC1=CC=C(C=C1)C=1C(=CC=CC1)C(=O)OC(C)(C)C)C=C(C=C2)N(C(=O)NC2=C(C=CC=C2)C(F)(F)F)C (tert.butyl 4'-[(2-n-butyl-6-(N-(2-trifluoromethylphenyl-aminocarbonyl)-methylamino)-benzimidazol-1-yl)-methyl]-biphenyl-2-carboxylate), FC(C(=O)O)(F)F.C(Cl)Cl (trifluoroacetic acid methylene chloride). Reported procedure: Prepared in analogous manner to Example 5 from tert.butyl 4'-[(2-n-butyl-6-(N-(2-trifluoromethylphenyl-aminocarbonyl)-methylamino)-benzimidazol-1-yl)-methyl]-biphenyl-2-carboxylate and trifluoroacetic acid/methylene chloride. RXN SMILES: [CH2:1]([C:5]1[N:9]([CH2:10][C:11]2[CH:16]=[CH:15][C:14]([C:17]3[C:18]([C:23]([O:25]C(C)(C)C)=[O:24])=[CH:19][CH:20]=[CH:21][CH:22]=3)=[CH:13][CH:12]=2)[C:8]2[CH:30]=[C:31]([N:34]([CH3:48])[C:35]([NH:37][C:38]3[CH:43]=[CH:42][CH:41]=[CH:40][C:39]=3[C:44]([F:47])([F:46])[F:45])=[O:36])[CH:32]=[CH:33][C:7]=2[N:6]=1)[CH2:2][CH2:3][CH3:4].FC(F)(F)C(O)=O.C(Cl)Cl>>[CH2:1]([C:5]1[N:9]([CH2:10][C:11]2[CH:16]=[CH:15][C:14]([C:17]3[C:18]([C:23]([OH:25])=[O:24])=[CH:19][CH:20]=[CH:21][CH:22]=3)=[CH:13][CH:12]=2)[C:8]2[CH:30]=[C:31]([N:34]([CH3:48])[C:35]([NH:37][C:38]3[CH:43]=[CH:42][CH:41]=[CH:40][C:39]=3[C:44]([F:47])([F:45])[F:46])=[O:36])[CH:32]=[CH:33][C:7]=2[N:6]=1)[CH2:2][CH2:3][CH3:4] |f:1.2|. Product: C(CCC)C1=NC2=C(N1CC1=CC=C(C=C1)C=1C(=CC=CC1)C(=O)O)C=C(C=C2)N(C(=O)NC2=C(C=CC=C2)C(F)(F)F)C (4'-[(2-n-Butyl-6-(N-(2-trifluoromethylphenylamino-carbonyl)-methylamino)-benzimidazol-1-yl)-methyl]-biphenyl-2-carboxylic acid). Starting materials: Cl.IC=1C=C2C(=C(C=NC2=CC1)C(=O)N)NC1=CC(=CC=C1)OC (6-Iodo-4-{[3-(methyloxy)phenyl]amino}-3-quinolinecarboxamide hydrochloride), CC(C)([O-])C.[K+] (potassium tert-butoxide), COC1=CC=C(C=C1)CS ([4-(methyloxy) phenyl]methanethiol), tris(dibenzylidineacetone)dipalladium(0), O(C1=C(C=CC=C1)P(C1=CC=CC=C1)C1=CC=CC=C1)C1=C(C=CC=C1)P(C1=CC=CC=C1)C1=CC=CC=C1 ((oxydi-2,1-phenylene)bis (diphenylphosphine)). The solvent is CN(C=O)C (N,N-dimethylformamide). Conditions: temperature 60 celsius. Yields the product COC=1C=C(C=CC1)NC1=C(C=NC2=CC=C(C=C12)SCC1=CC=C(C=C1)OC)C(=O)N (4-{[3-(Methyloxy)phenyl]amino}-6-({[4-(methyloxy)phenyl]methyl}thio)-3-quinolinecarboxamide). Reaction SMILES: Cl.I[C:3]1[CH:4]=[C:5]2[C:10](=[CH:11][CH:12]=1)[N:9]=[CH:8][C:7]([C:13]([NH2:15])=[O:14])=[C:6]2[NH:16][C:17]1[CH:22]=[CH:21][CH:20]=[C:19]([O:23][CH3:24])[CH:18]=1.CC(C)([O-])C.[K+].[CH3:31][O:32][C:33]1[CH:38]=[CH:37][C:36]([CH2:39][SH:40])=[CH:35][CH:34]=1.O(C1C=CC=CC=1P(C1C=CC=CC=1)C1C=CC=CC=1)C1C=CC=CC=1P(C1C=CC=CC=1)C1C=CC=CC=1>CN(C)C=O>[CH3:24][O:23][C:19]1[CH:18]=[C:17]([NH:16][C:6]2[C:5]3[C:10](=[CH:11][CH:12]=[C:3]([S:40][CH2:39][C:36]4[CH:37]=[CH:38][C:33]([O:32][CH3:31])=[CH:34][CH:35]=4)[CH:4]=3)[N:9]=[CH:8][C:7]=2[C:13]([NH2:15])=[O:14])[CH:22]=[CH:21][CH:20]=1 |f:0.1,2.3|. Reported procedure: Intermediate 14 (0.020 g), potassium tert-butoxide (0.0061 g) and [4-(methyloxy) phenyl]methanethiol (available from Aldrich) (0.007 ml) were added to a stirred solution of tris(dibenzylidineacetone)dipalladium(0) (0.002 g) and (oxydi-2,1-phenylene)bis (diphenylphosphine) (0.002 g) in N,N-dimethylformamide (1.5 ml), and the mixture was heated under microwave irradiation at 60° C. for 8 min. The solvent was evaporated in vacuo, and the residue purified by Mass Directed Preparative HPLC (Method A)... Starting materials: BrC1=CC=C(C=C1)[C@H](C)N1C(O[C@@](CC1)(CCO)C1=CC=C(C=C1)F)=O ((S)-3-((S)-1-(4-bromophenyl)ethyl)-6-(4-fluorophenyl)-6-(2-hydroxyethyl)-1,3-oxazinan-2-one), COC1=CC=C(C=N1)B(O)O (6-methoxypyridine-3-boronic acid). Yields the product FC1=CC=C(C=C1)[C@]1(CCN(C(O1)=O)[C@@H](C)C1=CC=C(C=C1)C=1C=NC(=CC1)OC)CCO ((S)-6-(4-fluorophenyl)-6-(2-hydroxyethyl)-3-((S)-1-(4-(6-methoxypyridin-3-yl)phenyl)ethyl)-1,3-oxazinan-2-one). As a reaction SMILES: Br[C:2]1[CH:7]=[CH:6][C:5]([C@@H:8]([N:10]2[CH2:15][CH2:14][C@@:13]([C:19]3[CH:24]=[CH:23][C:22]([F:25])=[CH:21][CH:20]=3)([CH2:16][CH2:17][OH:18])[O:12][C:11]2=[O:26])[CH3:9])=[CH:4][CH:3]=1.[CH3:27][O:28][C:29]1[N:34]=[CH:33][C:32](B(O)O)=[CH:31][CH:30]=1>>[F:25][C:22]1[CH:23]=[CH:24][C:19]([C@:13]2([CH2:16][CH2:17][OH:18])[O:12][C:11](=[O:26])[N:10]([C@H:8]([C:5]3[CH:6]=[CH:7][C:2]([C:32]4[CH:33]=[N:34][C:29]([O:28][CH3:27])=[CH:30][CH:31]=4)=[CH:3][CH:4]=3)[CH3:9])[CH2:15][CH2:14]2)=[CH:20][CH:21]=1. Procedure: The title compound was prepared from (S)-3-((S)-1-(4-bromophenyl)ethyl)-6-(4-fluorophenyl)-6-(2-hydroxyethyl)-1,3-oxazinan-2-one and 6-methoxypyridine-3-boronic acid following a procedure analogous to that described in Example 1 Step 2. LC-MS Method 2 tR=1.887 min, m/z=450.2; 1H NMR (CDCl3) 1.54 (d, 3H), 2.07-2.29 (m, 2H), 2.34 (m, 3H), 2.97 (m, 1H), 3.55 (m, 1H), 3.74 (m, 1H), 4.06 (d, 3H), 5.64 (m, 1H), 6.93 (m, 1H), 6.95-7.11 (m, 2H), 7.26-7.37 (m, 2H), 7.90 (m, 1H), 8.38 (m, 1H). Reactants: BrC=1C=CC(=C(C1)[N+](=O)[O-])F (5-bromo-2-fluoronitrobenzene), [Cl-].[NH4+] (ammonium chloride), CO (methanol). Reagents/catalysts: [Fe] (iron). Run in O (water). Product: BrC=1C=CC(=C(C1)N)F (5-Bromo-2-fluorophenylamine). Yield: 93.8%. RXN SMILES: [Br:1][C:2]1[CH:3]=[CH:4][C:5]([F:11])=[C:6]([N+:8]([O-])=O)[CH:7]=1.[Cl-].[NH4+].CO>[Fe].O>[Br:1][C:2]1[CH:3]=[CH:4][C:5]([F:11])=[C:6]([NH2:8])[CH:7]=1 |f:1.2|. Reported procedure: 3.0 g of 5-bromo-2-fluoronitrobenzene, 3.8 g iron powder and 7.3 g ammonium chloride were heated at 80° C. for 2 hours in a solution mixture of 30 mL methanol and 30 mL water. The reaction mixture was filtered through Celite, the methanol was evaporated, and the reaction mixture was diluted with water and extracted with ethyl acetate. The extract was washed with brine, and the organic layer was dried over anhydrous sodium sulfate and filtered through a column with a small amount of silica gel. T... Conditions: time 15 minute. Reactants: N(C1=CC=CC=C1)C1=NNC(=C1C(=O)OC)C (3-anilino-4-methoxycarbonyl-5-methylpyrazole), C(C)(=O)OC(C)=O (acetic anhydride), ice water. Yields the product C(C)(=O)N1N=C(C(=C1C)C(=O)OC)NC1=CC=CC=C1 (1-acetyl-3-anilino-4-methoxycarbonyl-5-methylpyrazole). Reported procedure: 23 g of 3-anilino-4-methoxycarbonyl-5-methylpyrazole is dissolved in 51 g of acetic anhydride and brought to the boil. After 15 minutes' boiling the mixture is allowed to cool, poured into ice water and stirred for 30 minutes. The solid which separates is isolated and recrystallized from methanol; m.p. 115°-116° C. RXN SMILES: [NH:1]([C:8]1[C:12]([C:13]([O:15][CH3:16])=[O:14])=[C:11]([CH3:17])[NH:10][N:9]=1)[C:2]1[CH:7]=[CH:6][CH:5]=[CH:4][CH:3]=1.[C:18](OC(=O)C)(=[O:20])[CH3:19]>>[C:18]([N:10]1[C:11]([CH3:17])=[C:12]([C:13]([O:15][CH3:16])=[O:14])[C:8]([NH:1][C:2]2[CH:3]=[CH:4][CH:5]=[CH:6][CH:7]=2)=[N:9]1)(=[O:20])[CH3:19]. The reactants are COC(=O)c1sc(C#CC(C)(C)C)cc1N(C(=O)C1CCC(C)CC1)C1CCC(OS(C)(=O)=O)CC1, CCOC(C)=O, [N-]=[N+]=[N-], [Na+], CN(C)C=O. Product: COC(=O)c1sc(C#CC(C)(C)C)cc1N(C(=O)C1CCC(C)CC1)C1CCC(N=[N+]=[N-])CC1. As a reaction SMILES: [CH3:1][O:2][C:3](=[O:4])[c:5]1[s:6][c:7]([C:31]#[C:32][C:33]([CH3:34])([CH3:35])[CH3:36])[cH:8][c:9]1[N:10]([C:11](=[O:12])[CH:13]1[CH2:14][CH2:15][CH:16]([CH3:19])[CH2:17][CH2:18]1)[CH:20]1[CH2:21][CH2:22][CH:23]([O:26][S:27]([CH3:28])(=[O:29])=[O:30])[CH2:24][CH2:25]1.[CH3:46][CH2:47][O:48][C:49](=[O:50])[CH3:51].[N-:38]=[N+:39]=[N-:40].[Na+:37].[O:41]=[CH:42][N:43]([CH3:44])[CH3:45]>>[CH3:1][O:2][C:3](=[O:4])[c:5]1[s:6][c:7]([C:31]#[C:32][C:33]([CH3:34])([CH3:35])[CH3:36])[cH:8][c:9]1[N:10]([C:11](=[O:12])[CH:13]1[CH2:14][CH2:15][CH:16]([CH3:19])[CH2:17][CH2:18]1)[CH:20]1[CH2:21][CH2:22][CH:23]([N:38]=[N+:39]=[N-:40])[CH2:24][CH2:25]1. Starting materials: BrC=1C=C(SC1)C(C)=O (1-(4-bromo-2-thienyl)ethanone), COC(N(C)C)OC (N,N-dimethylformamide dimethyl acetal). Product: BrC=1C=C(SC1)C(C=CN(C)C)=O (1-(4-bromo-2-thienyl)-3-(dimethylamino)prop-2-en-1-one). Isolated yield 99.2%. Reaction SMILES: [Br:1][C:2]1[CH:3]=[C:4]([C:7](=[O:9])[CH3:8])[S:5][CH:6]=1.CO[CH:12](OC)[N:13]([CH3:15])[CH3:14]>>[Br:1][C:2]1[CH:3]=[C:4]([C:7](=[O:9])[CH:8]=[CH:12][N:13]([CH3:15])[CH3:14])[S:5][CH:6]=1. Procedure details: A mixture of 1-(4-bromo-2-thienyl)ethanone (48.8 mmol) and N,N-dimethylformamide dimethyl acetal (73.1 mmol) was refluxed overnight and then allowed to cool to room temperature. The reaction mixture was concentrated under reduced pressure and dried in vacuo to afford 12.6 g (99% yield) of 1-(4-bromo-2-thienyl)-3-(dimethylamino)prop-2-en-1-one which was used in the next step without further purification. The reactants are O=C1OCC(c2ccc(F)c(F)c2)N1CCCCCBr, CC(C)C(=O)Nc1cccc(C2CCNCC2)c1, [I-], [K+], [K+], [Na+], O=C([O-])[O-], CN(C)C=O. Yields the product CC(C)C(=O)Nc1cccc(C2CCN(CCCCCN3C(=O)OCC3c3ccc(F)c(F)c3)CC2)c1. Reaction SMILES: [Br:1][CH2:2][CH2:3][CH2:4][CH2:5][CH2:6][N:7]1[C:8](=[O:20])[O:9][CH2:10][CH:11]1[c:12]1[cH:13][c:14]([F:19])[c:15]([F:18])[cH:16][cH:17]1.[CH3:21][CH:22]([C:23](=[O:24])[NH:25][c:26]1[cH:27][c:28]([CH:32]2[CH2:33][CH2:34][NH:35][CH2:36][CH2:37]2)[cH:29][cH:30][cH:31]1)[CH3:38].[I-:39].[K+:41].[K+:42].[Na+:40].[O-:43][C:44]([O-:45])=[O:46].[O:47]=[CH:48][N:49]([CH3:50])[CH3:51]>>[CH2:2]([CH2:3][CH2:4][CH2:5][CH2:6][N:7]1[C:8](=[O:20])[O:9][CH2:10][CH:11]1[c:12]1[cH:13][c:14]([F:19])[c:15]([F:18])[cH:16][cH:17]1)[N:35]1[CH2:34][CH2:33][CH:32]([c:28]2[cH:27][c:26]([NH:25][C:23]([CH:22]([CH3:21])[CH3:38])=[O:24])[cH:31][cH:30][cH:29]2)[CH2:37][CH2:36]1. Yields the product BrCc1ccc2nccnc2c1. The reactants are O=C(OOC(=O)c1ccccc1)c1ccccc1, Cc1ccc2nccnc2c1, ClC(Cl)(Cl)Cl, O=C1CCC(=O)N1Br. As a reaction SMILES: [C:20]([O:21][O:22][C:23](=[O:24])[c:25]1[cH:26][cH:27][cH:28][cH:29][cH:30]1)(=[O:31])[c:32]1[cH:33][cH:34][cH:35][cH:36][cH:37]1.[CH3:1][c:2]1[cH:3][c:4]2[n:5][cH:6][cH:7][n:8][c:9]2[cH:10][cH:11]1.[Cl:38][C:39]([Cl:40])([Cl:41])[Cl:42].[O:12]=[C:13]1[N:14]([Br:19])[C:15](=[O:16])[CH2:17][CH2:18]1>>[CH2:1]([c:2]1[cH:3][c:4]2[n:5][cH:6][cH:7][n:8][c:9]2[cH:10][cH:11]1)[Br:19].